Dataset: the Open Reaction Database (ORD), a public repository of structured organic reaction records. Task: describe an organic reaction: reactants, conditions, products, and yield Reactants: OC(C1=CC=C(C(=O)OC)C=C1)C1=CC=C(C=C1)C(F)(F)F (Methyl 4-(hydroxy(4-(trifluoromethyl)phenyl)methyl)benzoate), CCN(CC)S(F)(F)F (DAST). The solvent is C(Cl)Cl (CH2Cl2). Reaction conditions: time 30 minute. Product: FC(C1=CC=C(C(=O)OC)C=C1)C1=CC=C(C=C1)C(F)(F)F (Methyl 4-(fluoro(4-(trifluoromethyl)phenyl)methyl)benzoate). Reaction SMILES: O[CH:2]([C:13]1[CH:18]=[CH:17][C:16]([C:19]([F:22])([F:21])[F:20])=[CH:15][CH:14]=1)[C:3]1[CH:12]=[CH:11][C:6]([C:7]([O:9][CH3:10])=[O:8])=[CH:5][CH:4]=1.CCN(S(F)(F)[F:29])CC>C(Cl)Cl>[F:29][CH:2]([C:13]1[CH:18]=[CH:17][C:16]([C:19]([F:22])([F:21])[F:20])=[CH:15][CH:14]=1)[C:3]1[CH:12]=[CH:11][C:6]([C:7]([O:9][CH3:10])=[O:8])=[CH:5][CH:4]=1. Reported procedure: To a solution of 63c (0.97 mmol, 300 mg) in CH2Cl2 was added DAST (1.015 mmol, 0.133 mL) dropwise at −78° C. under N2. The reaction was kept at −78° C. for 30 min and then quenched with aqueous NaHCO3 solution at low temperature. Additional CH2Cl2 was added to the reaction and the organic solution was concentrated. The crude material was purified flash column chromatography (silica gel, 10% EtOAc/hexanes) to give 63d. Reactants: CN1C(NC(C=2NC=NC12)=O)=O.[Na] (3-methylxanthine sodium), ClCC1=NOC(=N1)C (3-chloromethyl-5-methyl-1,2,4-oxadiazole). The solvent is CN(C=O)C (dimethyl formamide). Reaction conditions: temperature 100 celsius, time 1 hour. The product is CN1C(NC(C=2N(C=NC12)CC1=NOC(=N1)C)=O)=O (3,7-dihydro-3-methyl-7-([5-methyl-1,2,4-oxadiazole-3-yl]-methyl)-1H-purine-2,6-dione). Isolated yield 71.0%. As a reaction SMILES: [CH3:1][N:2]1[C:10]2[N:9]=[CH:8][NH:7][C:6]=2[C:5](=[O:11])[NH:4][C:3]1=[O:12].[Na].Cl[CH2:15][C:16]1[N:20]=[C:19]([CH3:21])[O:18][N:17]=1>CN(C)C=O>[CH3:1][N:2]1[C:10]2[N:9]=[CH:8][N:7]([CH2:15][C:16]3[N:20]=[C:19]([CH3:21])[O:18][N:17]=3)[C:6]=2[C:5](=[O:11])[NH:4][C:3]1=[O:12] |f:0.1,^1:12|. Procedure details: A mixture of 3.76 g of (20 millimoles) of 3-methylxanthine-sodium, 100 ml of dimethyl formamide and 2.60 g (19.6 millimoles) of 3-chloromethyl-5-methyl-1,2,4-oxadiazole is stirred at 100° C. for one hour and a half. The hot reaction mixture is filtered and to the filtrate 50 ml of methanol are added. Thus 3.65 g of 3,7-dihydro-3-methyl-7-([5-methyl-1,2,4-oxadiazole-3-yl]-methyl)-1H-purine-2,6-dione are obtained, m.p.: 262°-264° C. Yield: 69%.